This data is from the Open Reaction Database (ORD), a public repository of structured organic reaction records. The task is: describe an organic reaction: reactants, conditions, products, and yield Starting materials: CCCNO, CO, Cc1ccnc2c1CCC=C2, Cl. The product is CCCN(O)C1CCc2c(C)ccnc2C1. RXN SMILES: [CH2:13]([CH2:14][CH3:15])[NH:16][OH:17].[CH3:18][OH:19].[CH3:1][c:2]1[cH:3][cH:4][n:5][c:6]2[c:11]1[CH2:10][CH2:9][CH:8]=[CH:7]2.[ClH:12]>>[CH3:1][c:2]1[cH:3][cH:4][n:5][c:6]2[c:11]1[CH2:10][CH2:9][CH:8]([N:16]([CH2:13][CH2:14][CH3:15])[OH:17])[CH2:7]2. Reaction SMILES: [NH2:1][C:2]1[CH:3]=[C:4]([C:8]2[CH:9]=[C:10]3[C:14](=[CH:15][CH:16]=2)[CH2:13][CH:12]([NH:17][S:18]([CH:21]([CH3:23])[CH3:22])(=[O:20])=[O:19])[CH2:11]3)[CH:5]=[CH:6][CH:7]=1.C(N(C(C)C)CC)(C)C.[CH2:33]([N:35]=[C:36]=[O:37])[CH3:34]>ClCCl>[CH2:33]([NH:35][C:36]([NH:1][C:2]1[CH:3]=[C:4]([C:8]2[CH:9]=[C:10]3[C:14](=[CH:15][CH:16]=2)[CH2:13][CH:12]([NH:17][S:18]([CH:21]([CH3:23])[CH3:22])(=[O:20])=[O:19])[CH2:11]3)[CH:5]=[CH:6][CH:7]=1)=[O:37])[CH3:34]. Procedure details: A solution of Intermediate 4 (45 mg, 0.14 mmol), and diisopropylethylamine (36 mg, 0.28 mmol) in dry dichloromethane (3 ml) was cooled to 0° C. using an ice/methanol bath. Ethyl isocyanate (10 mg, 0.14 mmol) was added with stirring under argon and the whole mixture stirred at room temperature for 1 h. The reaction mixture was partitioned between dichloromethane (5 ml) and 1N hydrochloric acid (5 ml). The organic layer was removed and reduced to minimum volume under reduced pressure. The crude mi... Yield: 23.1%. Product: C(C)NC(=O)NC=1C=C(C=CC1)C=1C=C2CC(CC2=CC1)NS(=O)(=O)C(C)C (N-[5-(3-{[(ethylamino)carbonyl]amino}phenyl)-2,3-dihydro-1H-inden-2-yl]-2-propanesulfonamide). Reactants: NC=1C=C(C=CC1)C=1C=C2CC(CC2=CC1)NS(=O)(=O)C(C)C (N-[5-(3-aminophenyl)-2,3-dihydro-1H-inden-2-yl]-2-propanesulfonamide), C(C)(C)N(CC)C(C)C (diisopropylethylamine), C(C)N=C=O (Ethyl isocyanate). Solvent: ClCCl (dichloromethane). Starting materials: C(C)OC(=O)C1=C(C2=C(C=N1)N=C(S2)C2=NC=CC=C2)O (7-hydroxy-2-pyridin-2-yl-thiazolo[4,5-c]pyridine-6-carboxylic acid ethyl ester), NCC(=O)O (glycine), C[O-].[Na+].CO (sodium methoxide methanol). The product is OC=1C2=C(C=NC1C(=O)NCC(=O)O)N=C(S2)C2=NC=CC=C2 ([(7-Hydroxy-2-pyridin-2-yl-thiazolo[4,5-c]pyridine-6-carbonyl)-amino]-acetic acid). The yield is 75.7%. Reaction SMILES: C(O[C:4]([C:6]1[N:11]=[CH:10][C:9]2[N:12]=[C:13]([C:15]3[CH:20]=[CH:19][CH:18]=[CH:17][N:16]=3)[S:14][C:8]=2[C:7]=1[OH:21])=[O:5])C.[NH2:22][CH2:23][C:24]([OH:26])=[O:25].C[O-].[Na+].CO>>[OH:21][C:7]1[C:8]2[S:14][C:13]([C:15]3[CH:20]=[CH:19][CH:18]=[CH:17][N:16]=3)=[N:12][C:9]=2[CH:10]=[N:11][C:6]=1[C:4]([NH:22][CH2:23][C:24]([OH:26])=[O:25])=[O:5] |f:2.3.4|. Reported procedure: A mixture of 7-hydroxy-2-pyridin-2-yl-thiazolo[4,5-c]pyridine-6-carboxylic acid ethyl ester (43 mg, 0.14 mmol) and glycine (214 mg, 2.86 mmol) in 0.5 M sodium methoxide/methanol (5.4 mL, 1.29 mmol) was refluxed for 2 days before it was cooled to room temperature and concentrated in vacuo. The residue was dissolved in water and extracted with methyl tert-butyl ether (2×25 mL). The remaining aqueous layer was acidified to pH=3 with 1N HCl (4 mL). The precipitate was filtered, washed with water and... Starting materials: CON, CS(C)=O, NC(=O)c1cc(-c2ccccc2)cc2c(C3CCN(S(=O)(=O)CCCCl)CC3)c[nH]c12, Cl, [I-], [K+], [K+], [Na+], O=C([O-])[O-]. Yields the product CONCCCS(=O)(=O)N1CCC(c2c[nH]c3c(C(N)=O)cc(-c4ccccc4)cc23)CC1. As a reaction SMILES: [CH3:33][O:34][NH2:35].[CH3:44][S:45]([CH3:46])=[O:47].[Cl:1][CH2:2][CH2:3][CH2:4][S:5](=[O:6])(=[O:7])[N:8]1[CH2:9][CH2:10][CH:11]([c:14]2[cH:15][nH:16][c:17]3[c:18]([C:29](=[O:30])[NH2:31])[cH:19][c:20](-[c:23]4[cH:24][cH:25][cH:26][cH:27][cH:28]4)[cH:21][c:22]23)[CH2:12][CH2:13]1.[ClH:32].[I-:43].[K+:36].[K+:37].[Na+:42].[O-:38][C:39]([O-:40])=[O:41]>>[CH2:2]([CH2:3][CH2:4][S:5](=[O:6])(=[O:7])[N:8]1[CH2:9][CH2:10][CH:11]([c:14]2[cH:15][nH:16][c:17]3[c:18]([C:29](=[O:30])[NH2:31])[cH:19][c:20](-[c:23]4[cH:24][cH:25][cH:26][cH:27][cH:28]4)[cH:21][c:22]23)[CH2:12][CH2:13]1)[NH:35][O:34][CH3:33]. Starting materials: ClC1=C(C(=NC2=CC(=CC(=C12)F)F)C=1C=NC=C(C1)C)C (4-chloro-5,7-difluoro-3-methyl-2-(5-methylpyridin-3-yl)quinoline), O1CCN(CC1)C1=NC=C(C=C1N)N1CCOCC1 (2,5-dimorpholinopyridin-3-amine), CC(C)C1=CC(=C(C(=C1)C(C)C)C2=C(C=CC=C2)P(C3CCCCC3)C4CCCCC4)C(C)C (XPhos), CC(C)([O-])C.[Na+] (sodium tert-butoxide). The reagents and catalysts are C=1C=CC(=CC1)/C=C/C(=O)/C=C/C2=CC=CC=C2.C=1C=CC(=CC1)/C=C/C(=O)/C=C/C2=CC=CC=C2.C=1C=CC(=CC1)/C=C/C(=O)/C=C/C2=CC=CC=C2.[Pd].[Pd] (tris(dibenzylideneacetone)dipalladium). Run in C1(=CC=CC=C1)C (toluene). Conditions: temperature 105 celsius, time 2 hour. Yields the product O1CCN(CC1)C1=NC=C(C=C1NC1=C(C(=NC2=CC(=CC(=C12)F)F)C=1C=NC=C(C1)C)C)N1CCOCC1 (N-(2,5-dimorpholinopyridin-3-yl)-5,7-difluoro-3-methyl-2-(5-methylpyridin-3-yl)quinolin-4-amine). Reaction SMILES: Cl[C:2]1[C:11]2[C:6](=[CH:7][C:8]([F:13])=[CH:9][C:10]=2[F:12])[N:5]=[C:4]([C:14]2[CH:15]=[N:16][CH:17]=[C:18]([CH3:20])[CH:19]=2)[C:3]=1[CH3:21].[O:22]1[CH2:27][CH2:26][N:25]([C:28]2[C:33]([NH2:34])=[CH:32][C:31]([N:35]3[CH2:40][CH2:39][O:38][CH2:37][CH2:36]3)=[CH:30][N:29]=2)[CH2:24][CH2:23]1.CC(C1C=C(C(C)C)C(C2C=CC=CC=2P(C2CCCCC2)C2CCCCC2)=C(C(C)C)C=1)C.CC(C)([O-])C.[Na+]>C1C=CC(/C=C/C(/C=C/C2C=CC=CC=2)=O)=CC=1.C1C=CC(/C=C/C(/C=C/C2C=CC=CC=2)=O)=CC=1.C1C=CC(/C=C/C(/C=C/C2C=CC=CC=2)=O)=CC=1.[Pd].[Pd].C1(C)C=CC=CC=1>[O:22]1[CH2:27][CH2:26][N:25]([C:28]2[C:33]([NH:34][C:2]3[C:11]4[C:6](=[CH:7][C:8]([F:13])=[CH:9][C:10]=4[F:12])[N:5]=[C:4]([C:14]4[CH:15]=[N:16][CH:17]=[C:18]([CH3:20])[CH:19]=4)[C:3]=3[CH3:21])=[CH:32][C:31]([N:35]3[CH2:36][CH2:37][O:38][CH2:39][CH2:40]3)=[CH:30][N:29]=2)[CH2:24][CH2:23]1 |f:3.4,5.6.7.8.9|. Procedure details: A screw-cap vial was charged with 4-chloro-5,7-difluoro-3-methyl-2-(5-methylpyridin-3-yl)quinoline (50 mg, 0.16 mmol), 2,5-dimorpholinopyridin-3-amine (43.4 mg, 0.16 mmol), tris(dibenzylideneacetone)dipalladium (0) (15.0 mg, 0.016 mmol), XPhos (15.6 mg, 0.033 mmol), sodium tert-butoxide (47.3 mg, 0.49 mmol), and toluene (1.5 mL). The mixture was stirred at 105° C. for 2 h, then cond. The resulting residue was partitioned between DCM and water, and the organic layer was dried over magnesium sulfa... As a reaction SMILES: [C:10](=[O:11])([O-:12])[O-:13].[CH2:16]([CH3:17])[O:18][CH:19]([CH2:20][Br:21])[O:22][CH2:23][CH3:24].[CH3:1][O:2][c:3]1[c:4]([SH:9])[cH:5][cH:6][cH:7][cH:8]1.[CH3:25][N:26]([CH3:27])[CH:28]=[O:29].[K+:14].[K+:15].[OH2:30]>>[CH3:1][O:2][c:3]1[c:4]([S:9][CH2:20][CH:19]([O:18][CH2:16][CH3:17])[O:22][CH2:23][CH3:24])[cH:5][cH:6][cH:7][cH:8]1. The reactants are O=C([O-])[O-], CCOC(CBr)OCC, COc1ccccc1S, CN(C)C=O, [K+], [K+], O. Product: CCOC(CSc1ccccc1OC)OCC. Reactants: C1(=CC=CC=C1)C (toluene), FC(S(=O)(=O)OC1=CC2=C([C@@H](CO2)CC(=O)OC)C=C1)(F)F (methyl(S)-2-(6-(((trifluoromethyl)sulfonyl)oxy)-2,3-dihydrobenzofuran-3-yl)acetate), CC1=C(C(=CC(=C1)OCCCS(=O)(=O)C)C)C1=CC(=CC=C1)CO ((2′,6′-dimethyl-4′-(3-(methylsulfonyl)propoxy)-[1,1′-biphenyl]-3-yl)methanol), P(=O)([O-])([O-])[O-].[K+].[K+].[K+] (tripotassium phosphate). Run in O (water), CN(C=O)C (N,N-dimethylformamide). Conditions: temperature 70 celsius, time 3 hour. Product: CC1=C(C(=CC(=C1)OCCCS(=O)(=O)C)C)C1=CC(=CC=C1)COC1=CC2=C(C(=CO2)CC(=O)O)C=C1 ([6-({2′,6′-dimethyl-4′-[3-(methylsulfonyl)propoxy]biphenyl-3-yl}methoxy)-1-benzofuran-3-yl]acetic acid). Isolated yield 65.5%. RXN SMILES: FC(F)(F)S([O:6][C:7]1[CH:20]=[CH:19][C:10]2[C@H:11]([CH2:14][C:15]([O:17]C)=[O:16])[CH2:12][O:13][C:9]=2[CH:8]=1)(=O)=O.[CH3:23][C:24]1[CH:29]=[C:28]([O:30][CH2:31][CH2:32][CH2:33][S:34]([CH3:37])(=[O:36])=[O:35])[CH:27]=[C:26]([CH3:38])[C:25]=1[C:39]1[CH:44]=[CH:43][CH:42]=[C:41]([CH2:45]O)[CH:40]=1.P([O-])([O-])([O-])=O.[K+].[K+].[K+].C1(C)C=CC=CC=1>CN(C)C=O.O>[CH3:38][C:26]1[CH:27]=[C:28]([O:30][CH2:31][CH2:32][CH2:33][S:34]([CH3:37])(=[O:35])=[O:36])[CH:29]=[C:24]([CH3:23])[C:25]=1[C:39]1[CH:44]=[CH:43][CH:42]=[C:41]([CH2:45][O:6][C:7]2[CH:20]=[CH:19][C:10]3[C:11]([CH2:14][C:15]([OH:17])=[O:16])=[CH:12][O:13][C:9]=3[CH:8]=2)[CH:40]=1 |f:2.3.4.5|. Procedure details: To a solution of methyl(S)-2-(6-(((trifluoromethyl)sulfonyl)oxy)-2,3-dihydrobenzofuran-3-yl)acetate (4.88 g) and (2′,6′-dimethyl-4′-(3-(methylsulfonyl)propoxy)-[1,1′-biphenyl]-3-yl)methanol (5.00 g) in N,N-dimethylformamide (15 mL) was added tripotassium phosphate (4.57 g), and the mixture was stirred at 70° C. for 3 hr. The mixture was allowed to cool to room temperature, toluene (60 mL) and water (60 mL) were added, and an extraction operation was performed. The organic layer was washed with w...